From a dataset of the Open Reaction Database (ORD), a public repository of structured organic reaction records. describe an organic reaction: reactants, conditions, products, and yield Starting materials: C(C)(C)NC(C)C (diisopropylamine), C(CCC)[Li] (n-butyllithium), ClC1=C(C=NC=C1)F (4-chloro-3-fluoro-pyridine), CN(C)C=O (DMF). Run in C1CCOC1 (THF), C1CCOC1 (THF). Run at temperature -78 celsius, time 15 minute. Yields the product ClC1=C(C=NC=C1F)C=O (4-Chloro-5-fluoro-pyridine-3-carbaldehyde). The yield is 84.1%. As a reaction SMILES: C(NC(C)C)(C)C.C([Li])CCC.[Cl:13][C:14]1[CH:19]=[CH:18][N:17]=[CH:16][C:15]=1[F:20].CN([CH:24]=[O:25])C>C1COCC1>[Cl:13][C:14]1[C:15]([F:20])=[CH:16][N:17]=[CH:18][C:19]=1[CH:24]=[O:25]. Reported procedure: To a solution of diisopropylamine (6.4 mL, 45.6 mmol) in THF (50 mL) at −30° C. was added n-butyllithium (2.5 M in hexanes, 18.2 mL, 45.6 mmol) over 15 minutes and the resulting mixture stirred for 15 minutes then cooled to −78° C. A solution of 4-chloro-3-fluoro-pyridine (5.0 g, 38.0 mmol) in THF (10 mL) was added dropwise over 15 minutes then the resulting mixture was stirred at −78° C. for 18 hours. DMF (3.5 mL, 45.6 mmol) was added and the reaction was warmed to room temperature. The mixture... The reactants are OCCCCNC(OC(C)(C)C)=O (tert-butyl 4-hydroxybutylcarbamate), N1=CC=CC=C1 (pyridine), C(C)(=O)OC(C)=O (acetic anhydride). Run in C(C)(=O)OCC (Ethyl acetate), C(C)(=O)OCC (ethyl acetate). Run at time 9 hour. Yields the product C(C)(=O)OCCCCNC(=O)OC(C)(C)C (4-[(tert-Butoxycarbonyl)amino]butyl Acetate). Yield: 97.2%. As a reaction SMILES: [OH:1][CH2:2][CH2:3][CH2:4][CH2:5][NH:6][C:7](=[O:13])[O:8][C:9]([CH3:12])([CH3:11])[CH3:10].N1C=CC=CC=1.[C:20](OC(=O)C)(=[O:22])[CH3:21]>C(OCC)(=O)C>[C:20]([O:1][CH2:2][CH2:3][CH2:4][CH2:5][NH:6][C:7]([O:8][C:9]([CH3:10])([CH3:12])[CH3:11])=[O:13])(=[O:22])[CH3:21]. Reported procedure: To a mixture of tert-butyl 4-hydroxybutylcarbamate (3.83 g) obtained in Reference Example 35 and ethyl acetate (20 mL) were added pyridine (1.80 mL) and acetic anhydride (2.27 g), and the mixture was stirred at room temperature for 9 hrs. Ethyl acetate (100 mL) was added to the reaction mixture, and the mixture was washed with water (50 mL), an aqueous copper sulfate solution (30 mL), water (30 mL) and saturated brine (30 mL) and dried over anhydrous magnesium sulfate. Concentration under reduce... Starting materials: CN(CCC#N)C(=O)CN1CCNCC1, CCOc1cc(C(C)(C)C#N)c(Cl)cc1C1=NC(c2ccc(Cl)cc2)C(c2ccc(Cl)cc2)N1C(=O)Cl. The product is CCOc1cc(C(C)(C)C#N)c(Cl)cc1C1=NC(c2ccc(Cl)cc2)C(c2ccc(Cl)cc2)N1C(=O)N1CCN(CC(=O)N(C)CCC#N)CC1. RXN SMILES: [C:38](#[N:39])[CH2:40][CH2:41][N:42]([C:43]([CH2:44][N:45]1[CH2:46][CH2:47][NH:48][CH2:49][CH2:50]1)=[O:51])[CH3:52].[Cl:1][c:2]1[c:3]([C:33]([CH3:34])([CH3:35])[C:36]#[N:37])[cH:4][c:5]([O:30][CH2:31][CH3:32])[c:6]([C:8]2=[N:12][CH:11]([c:13]3[cH:14][cH:15][c:16]([Cl:19])[cH:17][cH:18]3)[CH:10]([c:20]3[cH:21][cH:22][c:23]([Cl:26])[cH:24][cH:25]3)[N:9]2[C:27](=[O:28])[Cl:29])[cH:7]1>>[Cl:1][c:2]1[c:3]([C:33]([CH3:34])([CH3:35])[C:36]#[N:37])[cH:4][c:5]([O:30][CH2:31][CH3:32])[c:6]([C:8]2=[N:12][CH:11]([c:13]3[cH:14][cH:15][c:16]([Cl:19])[cH:17][cH:18]3)[CH:10]([c:20]3[cH:21][cH:22][c:23]([Cl:26])[cH:24][cH:25]3)[N:9]2[C:27](=[O:28])[N:48]2[CH2:47][CH2:46][N:45]([CH2:44][C:43]([N:42]([CH2:41][CH2:40][C:38]#[N:39])[CH3:52])=[O:51])[CH2:50][CH2:49]2)[cH:7]1. Starting materials: OCC(=O)C1=CNC2=CC=CC=C12 (2-hydroxy-1-(1H-indol-3-yl)-ethanone), C(C)(=O)C1=CN(C2=CC=C(C=C12)OC(F)(F)F)CC(=O)O ((3-acetyl-5-trifluoromethoxy-indol-1-yl)-acetic acid). The product is OCC(=O)C1=CN(C2=CC=CC=C12)CC(=O)O ([3-(2-Hydroxy-acetyl)-indol-1-yl]-acetic acid). RXN SMILES: [OH:1][CH2:2][C:3]([C:5]1[C:13]2[C:8](=[CH:9][CH:10]=[CH:11][CH:12]=2)[NH:7][CH:6]=1)=[O:4].C(C1C2C(=CC=C(OC(F)(F)F)C=2)N([CH2:31][C:32]([OH:34])=[O:33])C=1)(=O)C>>[OH:1][CH2:2][C:3]([C:5]1[C:13]2[C:8](=[CH:9][CH:10]=[CH:11][CH:12]=2)[N:7]([CH2:31][C:32]([OH:34])=[O:33])[CH:6]=1)=[O:4]. Procedure details: was prepared from 2-hydroxy-1-(1H-indol-3-yl)-ethanone [2400-51-3] in a similar manner as described in Scheme A13 (step B and C) for the preparation of (3-acetyl-5-trifluoromethoxy-indol-1-yl)-acetic acid. Colored solid. MS: 234.0 [M+H]+, 489.0 [2M+Na]+; tR (HPLC conditions c): 3.11 min.